From a dataset of the Open Reaction Database (ORD), a public repository of structured organic reaction records. describe an organic reaction: reactants, conditions, products, and yield The reactants are ClC1=C(N)C(=CC=C1)Cl (2,6-dichloroaniline), N1C(=NCC1)S(=O)(=O)O (imidazoline-2-sulfonic acid), C(C(C)C)O (isobutanol). The solvent is C(Cl)(Cl)Cl (CHCl3). Reaction conditions: temperature 125 celsius. Yields the product C1=CC(=C(C(=C1)Cl)NC2=NCCN2)Cl (Clonidine). Yield: 64.0%. RXN SMILES: [Cl:1][C:2]1[CH:8]=[CH:7][CH:6]=[C:5]([Cl:9])[C:3]=1[NH2:4].[NH:10]1[CH2:14][CH2:13][N:12]=[C:11]1S(O)(=O)=O.C(O)C(C)C>C(Cl)(Cl)Cl>[CH:7]1[CH:8]=[C:2]([Cl:1])[C:3]([NH:4][C:11]2[NH:12][CH2:13][CH2:14][N:10]=2)=[C:5]([Cl:9])[CH:6]=1. Procedure details: A mixture of 2,6-dichloroaniline (0.162 g, 1 mmol), imidazoline-2-sulfonic acid (0.30 g, 2 mmol) and isobutanol (3 ml) was heated to 125° C. and maintained at this temperature for 16 hours. The mixture was then cooled to room temperature, diluted with CHCl3 (10 ml) and washed twice with 2 ml of aqueous 1 N NaOH. The organic extracts were combined, dried over MgSO4 and concentrated in vacuo to yield a solid which was chromatographed (silica gel, 10:1 CHCl3 /CH3OH saturated with NH3 (g)) to yield ... Procedure: 400 mg of 3-(6-cyano-3,4-dihydro-2,2-dimethyl-2H-1-benzopyran-4-yl)pyridine N-oxide were dissolved in 10 ml of acetic anhydride and heated at reflux for 8 hours. After removal of the solvent by evaporation the residue was dissolved in ethanol and 15 mg of 80% (w/w) sodium hydride were added. After stirring for 30 minutes the mixture was evaporated and the residue was dissolved in a mixture of ethyl acetate and water. The aqueous phase was acidified with dilute hydrochloric acid, extracted with e... RXN SMILES: [C:1]([C:3]1[CH:4]=[CH:5][C:6]2[O:11][C:10]([CH3:13])([CH3:12])[CH2:9][CH:8]([C:14]3[CH:15]=[N+:16]([O-])[CH:17]=[CH:18][CH:19]=3)[C:7]=2[CH:21]=1)#[N:2].C(OC(=O)C)(=[O:24])C>>[C:1]([C:3]1[CH:4]=[CH:5][C:6]2[O:11][C:10]([CH3:13])([CH3:12])[CH2:9][CH:8]([C:14]3[C:15](=[O:24])[NH:16][CH:17]=[CH:18][CH:19]=3)[C:7]=2[CH:21]=1)#[N:2]. Starting materials: C(#N)C=1C=CC2=C(C(CC(O2)(C)C)C=2C=[N+](C=CC2)[O-])C1 (3-(6-cyano-3,4-dihydro-2,2-dimethyl-2H-1-benzopyran-4-yl)pyridine N-oxide), C(C)(=O)OC(C)=O (acetic anhydride). Run at time 30 minute. The product is C(#N)C=1C=CC2=C(C(CC(O2)(C)C)C=2C(NC=CC2)=O)C1 (3-(6-cyano-3,4-dihydro-2,2-dimethyl-2H-1-benzopyran-4-yl)-2(1H)-pyridone). The reactants are FC=1C=C(C(=O)C2=CNC3=CC=C(N=C3C2=O)C)C=CC1OC (3-(3-Fluoro-4-methoxy-benzoyl)-6-methyl-1H-[1,5]naphthyridin-4-one), BrC=1C=C(CBr)C=CC1 (3-bromobenzyl bromide). The solvent is CN(C=O)C (N,N-dimethylformamide). Yields the product BrC=1C=C(CN2C=C(C(C3=NC(=CC=C23)C)=O)C(C2=CC(=C(C=C2)OC)F)=O)C=CC1 (1-(3-Bromo-benzyl)-3-(3-fluoro-4-methoxy-benzoyl)-6-methyl-1H-[1,5]naphthyridin-4-one). Isolated yield 38.9%. As a reaction SMILES: [F:1][C:2]1[CH:3]=[C:4]([CH:19]=[CH:20][C:21]=1[O:22][CH3:23])[C:5]([C:7]1[C:16](=[O:17])[C:15]2[C:10](=[CH:11][CH:12]=[C:13]([CH3:18])[N:14]=2)[NH:9][CH:8]=1)=[O:6].[Br:24][C:25]1[CH:26]=[C:27]([CH:30]=[CH:31][CH:32]=1)[CH2:28]Br>CN(C)C=O>[Br:24][C:25]1[CH:26]=[C:27]([CH:30]=[CH:31][CH:32]=1)[CH2:28][N:9]1[C:10]2[C:15](=[N:14][C:13]([CH3:18])=[CH:12][CH:11]=2)[C:16](=[O:17])[C:7]([C:5](=[O:6])[C:4]2[CH:19]=[CH:20][C:21]([O:22][CH3:23])=[C:2]([F:1])[CH:3]=2)=[CH:8]1. Reported procedure: Experimental conditions analogous to those described for Step 3 of Example 1 were used with 112 mg (0.358 mmol) of 3-(3-Fluoro-4-methoxy-benzoyl)-6-methyl-1H-[1,5]naphthyridin-4-one, 107.5 mg (0.430 mmol) of 3-bromobenzyl bromide, 17.2 mg (0.430 mmol, 60% dispersion in oil), and 2 mL of N,N-dimethylformamide. The crude product was purified on the reverse phase HPLC with a C18 column, gradient of 20-70% acetonitrile—0.1% TFA to yield 67 mg of 1-(3-Bromo-benzyl)-3-(3-fluoro-4-methoxy-benzoyl)-6-me... The reactants are CC(=O)O, C=[N+]=[N-], CCCCCC(O)CCCN(CCCCCCC(=O)O)C(C)=O. The product is CCCCCC(O)CCCN(CCCCCCC(=O)OC)C(C)=O. RXN SMILES: [CH3:27][C:28](=[O:29])[OH:30].[N+:1](=[N-:2])=[CH2:3].[OH:4][CH:5]([CH2:6][CH2:7][CH2:8][N:9]([C:10]([CH3:11])=[O:12])[CH2:13][CH2:14][CH2:15][CH2:16][CH2:17][CH2:18][C:19](=[O:20])[OH:21])[CH2:22][CH2:23][CH2:24][CH2:25][CH3:26]>>[CH3:3][O:21][C:19]([CH2:18][CH2:17][CH2:16][CH2:15][CH2:14][CH2:13][N:9]([CH2:8][CH2:7][CH2:6][CH:5]([OH:4])[CH2:22][CH2:23][CH2:24][CH2:25][CH3:26])[C:10]([CH3:11])=[O:12])=[O:20]. Reactants: C(=O)C=1C=C(C=CC1)C1=NC(=NO1)C1=CC(=C(OCC(CNC(CO)=O)O)C(=C1)C)C (rac-N-(3-{4-[5-(3-formyl-phenyl)-[1,2,4]oxadiazol-3-yl]-2,6-dimethyl-phenoxy}-2-hydroxy-propyl)-2-hydroxy-acetamide), C(=O)C=1C=C(C(=O)O)C=C(C1)CCC (3-formyl-5-propyl-benzoic acid), C(C)C1=C(OC[C@H](CNC(CO)=O)O)C(=CC(=C1)C(NO)=N)C (N—((S)-3-[2-ethyl-4-(N-hydroxycarbamimidoyl)-6-methyl-phenoxy]-2-hydroxy-propyl)-2-hydroxy-acetamide). Product: C(C)C1=C(OC[C@H](CNC(CO)=O)O)C(=CC(=C1)C1=NOC(=N1)C1=CC(=CC(=C1)CCC)C=O)C (N—((S)-3-{2-ethyl-4-[5-(3-formyl-5-propyl-phenyl)-[1,2,4]oxadiazol-3-yl]-6-methyl-phenoxy}-2-hydroxy-propyl)-2-hydroxy-acetamide). Yield: 37.8%. Reaction SMILES: C(C1C=C(C2ON=C(C3C=C(C)C(OCC(O)CNC(=O)CO)=C(C)C=3)N=2)C=CC=1)=O.[CH:32]([C:34]1[CH:35]=[C:36]([CH:40]=[C:41]([CH2:43][CH2:44][CH3:45])[CH:42]=1)[C:37]([OH:39])=O)=[O:33].[CH2:46]([C:48]1[CH:63]=[C:62]([C:64](=[NH:67])[NH:65]O)[CH:61]=[C:60]([CH3:68])[C:49]=1[O:50][CH2:51][C@@H:52]([OH:59])[CH2:53][NH:54][C:55](=[O:58])[CH2:56][OH:57])[CH3:47]>>[CH2:46]([C:48]1[CH:63]=[C:62]([C:64]2[N:67]=[C:37]([C:36]3[CH:40]=[C:41]([CH2:43][CH2:44][CH3:45])[CH:42]=[C:34]([CH:32]=[O:33])[CH:35]=3)[O:39][N:65]=2)[CH:61]=[C:60]([CH3:68])[C:49]=1[O:50][CH2:51][C@@H:52]([OH:59])[CH2:53][NH:54][C:55](=[O:58])[CH2:56][OH:57])[CH3:47]. Procedure: The title compound (552 mg) was prepared in analogy to rac-N-(3-{4-[5-(3-formyl-phenyl)-[1,2,4]oxadiazol-3-yl]-2,6-dimethyl-phenoxy}-2-hydroxy-propyl)-2-hydroxy-acetamide, starting from 3-formyl-5-propyl-benzoic acid (582 mg, 3.03 mmol) and N—((S)-3-[2-ethyl-4-(N-hydroxycarbamimidoyl)-6-methyl-phenoxy]-2-hydroxy-propyl)-2-hydroxy-acetamide (985 mg, 3.03 mmol). LC-MS**: tR=0.78 min; [M+1]+=481.82; 1H NMR (D6-DMSO): δ 0.95 (t, J=7.3 Hz, 3H), 1.23 (t, J=7.5 Hz, 3H), 1.71 (h, J=7.5 Hz, 2H), 2.36 (s,...